Dataset: the Open Reaction Database (ORD), a public repository of structured organic reaction records. Task: describe an organic reaction: reactants, conditions, products, and yield Reactants: CC(C)(C)OC(=O)N1CCNCC1, C1CCC2=NCCCN2CC1, Clc1noc2ccccc12, c1ccncc1. Yields the product CC(C)(C)OC(=O)N1CCN(c2noc3ccccc23)CC1. As a reaction SMILES: [C:11]([CH3:12])([CH3:13])([CH3:14])[O:15][C:16](=[O:17])[N:18]1[CH2:19][CH2:20][NH:21][CH2:22][CH2:23]1.[CH2:24]1[CH2:25][CH2:26][C:27]2=[N:32][CH2:31][CH2:30][CH2:29][N:28]2[CH2:33][CH2:34]1.[Cl:1][c:2]1[n:3][o:4][c:5]2[c:6]1[cH:7][cH:8][cH:9][cH:10]2.[cH:35]1[cH:36][cH:37][n:38][cH:39][cH:40]1>>[c:2]1([N:21]2[CH2:20][CH2:19][N:18]([C:16]([O:15][C:11]([CH3:12])([CH3:13])[CH3:14])=[O:17])[CH2:23][CH2:22]2)[n:3][o:4][c:5]2[c:6]1[cH:7][cH:8][cH:9][cH:10]2. Reactants: [H-].[Na+] (Sodium hydride), ice, CN1C(N(C(C=2C1=CNC2)=O)C)=O (1,3-dimethyl-1H-pyrrolo[3,4-d]pyrimidine-2,4(3H,6H)-dione), CN1C(N(C(C=2C1=CNC2)=O)C)=O (1,3-dimethyl-1H-pyrrolo[3,4-d]pyrimidine-2,4(3H,6H)-dione), C[Si](C)(C)CCOCCl (SEM-Cl). Reagents/catalysts: [Cl-].C(C1=CC=CC=C1)[N+](CC)(CC)CC (benzyl triethylammonium chloride). Solvent: C1CCOC1 (THF). Conditions: time 18 hour. The product is CN1C(N(C(C=2C1=CN(C2)COCC[Si](C)(C)C)=O)C)=O (1,3-Dimethyl-6-((2-(trimethylsilyl)ethoxy)methyl)-1H-pyrrolo[3,4-d]pyrimidine-2,4(3H,6H)-dione). As a reaction SMILES: [H-].[Na+].[CH3:3][N:4]1[C:9]2=[CH:10][NH:11][CH:12]=[C:8]2[C:7](=[O:13])[N:6]([CH3:14])[C:5]1=[O:15].[CH3:16][Si:17]([CH2:20][CH2:21][O:22][CH2:23]Cl)([CH3:19])[CH3:18]>[Cl-].C([N+](CC)(CC)CC)C1C=CC=CC=1.C1COCC1>[CH3:3][N:4]1[C:9]2=[CH:10][N:11]([CH2:23][O:22][CH2:21][CH2:20][Si:17]([CH3:19])([CH3:18])[CH3:16])[CH:12]=[C:8]2[C:7](=[O:13])[N:6]([CH3:14])[C:5]1=[O:15] |f:0.1,4.5|. Reported procedure: Sodium hydride (60% in mineral oil, 335 mg, 8.4 mmol) was added to an ice cooled partial suspension of 1,3-dimethyl-1H-pyrrolo[3,4-d]pyrimidine-2,4(3H,6H)-dione (Intermediate F step 2) (1.00 g, 5.6 mmol), SEM-Cl (1.485 mL, 8.4 mmol) and benzyl triethylammonium chloride (76 mg, 0.34 mmol) in THF (15 mL). The mixture was allowed to reach room temperature slowly and was stirred for 18 hours. The reaction mixture was quenched cautiously with sat ammonium chloride solution (80 mL, added dropwise), th... Starting materials: Cl.C(C)OC(CCN)=O (β-alanine ethyl ester hydrochloride), O.ON1N=NC2=C1C=CC=C2 (1-hydroxybenzotriazole monohydrate), BrC1=CC=C2C(=N1)C(=C(O2)C(C2CCCCC2)NC2=CC=C(C(=O)O)C=C2)C (4-{[(5-bromo-3-methylfuro[3,2-b]pyridin-2-yl)(cyclohexyl)methyl]amino}benzoic acid), Cl.C(C)N=C=NCCCN(C)C (1-ethyl-3-(3-dimethylaminopropyl)carbodiimide hydrochloride), [Cl-].[NH4+] (ammonium chloride). Run in CN(C=O)C (N,N-dimethylformamide), C(C)N(CC)CC (triethylamine). Run at time 1.5 day. The product is BrC1=CC=C2C(=N1)C(=C(O2)C(C2CCCCC2)NC2=CC=C(C=C2)C(=O)NCCC(=O)OCC)C (ethyl 3-{[(4-{[(5-bromo-3-methylfuro[3,2-b]pyridin-2-yl)(cyclohexyl)methyl]amino}phenyl)carbonyl]amino}propanoate). Isolated yield 93.4%. Reaction SMILES: [Br:1][C:2]1[N:7]=[C:6]2[C:8]([CH3:28])=[C:9]([CH:11]([NH:18][C:19]3[CH:27]=[CH:26][C:22]([C:23](O)=[O:24])=[CH:21][CH:20]=3)[CH:12]3[CH2:17][CH2:16][CH2:15][CH2:14][CH2:13]3)[O:10][C:5]2=[CH:4][CH:3]=1.Cl.[CH2:30]([O:32][C:33](=[O:37])[CH2:34][CH2:35][NH2:36])[CH3:31].O.ON1C2C=CC=CC=2N=N1.Cl.C(N=C=NCCCN(C)C)C.[Cl-].[NH4+]>CN(C)C=O.C(N(CC)CC)C>[Br:1][C:2]1[N:7]=[C:6]2[C:8]([CH3:28])=[C:9]([CH:11]([NH:18][C:19]3[CH:20]=[CH:21][C:22]([C:23]([NH:36][CH2:35][CH2:34][C:33]([O:32][CH2:30][CH3:31])=[O:37])=[O:24])=[CH:26][CH:27]=3)[CH:12]3[CH2:17][CH2:16][CH2:15][CH2:14][CH2:13]3)[O:10][C:5]2=[CH:4][CH:3]=1 |f:1.2,3.4,5.6,7.8|. Procedure details: To a mixture of 4-{[(5-bromo-3-methylfuro[3,2-b]pyridin-2-yl)(cyclohexyl)methyl]amino}benzoic acid (300 mg) synthesized above, β-alanine ethyl ester hydrochloride (157 mg), 1-hydroxybenzotriazole monohydrate (156 mg), triethylamine (283 μL) and N,N-dimethylformamide (10 mL) was added 1-ethyl-3-(3-dimethylaminopropyl)carbodiimide hydrochloride (196 mg) and the mixture was stirred at room temperature for 1.5 days. Saturated aqueous ammonium chloride solution was added to quench the reaction, and t... Starting materials: O=C(O)C1CC(=O)N1c1ccc(Cl)cc1, CC(C)(C)c1cc(N)on1, O, O=P(Cl)(Cl)Cl, c1ccncc1. Product: CC(C)(C)c1cc(NC(=O)C2CC(=O)N2c2ccc(Cl)cc2)on1. RXN SMILES: [Cl:1][c:2]1[cH:3][cH:4][c:5]([N:8]2[CH:9]([C:13](=[O:14])[OH:15])[CH2:10][C:11]2=[O:12])[cH:6][cH:7]1.[NH2:16][c:17]1[cH:18][c:19]([C:22]([CH3:23])([CH3:24])[CH3:25])[n:20][o:21]1.[OH2:37].[P:32]([Cl:33])([Cl:34])([Cl:35])=[O:36].[cH:26]1[cH:27][cH:28][n:29][cH:30][cH:31]1>>[Cl:1][c:2]1[cH:3][cH:4][c:5]([N:8]2[CH:9]([C:13](=[O:15])[NH:16][c:17]3[cH:18][c:19]([C:22]([CH3:23])([CH3:24])[CH3:25])[n:20][o:21]3)[CH2:10][C:11]2=[O:12])[cH:6][cH:7]1. Starting materials: CCOC(=O)Cc1cc(C)cn1C, O=C(Cl)c1ccc([N+](=O)[O-])cc1. The product is CCOC(=O)Cc1cc(C)c(C(=O)c2ccc([N+](=O)[O-])cc2)n1C. RXN SMILES: [CH3:1][n:2]1[c:3]([CH2:8][C:9](=[O:10])[O:11][CH2:12][CH3:13])[cH:4][c:5]([CH3:7])[cH:6]1.[N+:14](=[O:15])([O-:16])[c:17]1[cH:18][cH:19][c:20]([C:21](=[O:22])[Cl:23])[cH:24][cH:25]1>>[CH3:1][n:2]1[c:3]([CH2:8][C:9](=[O:10])[O:11][CH2:12][CH3:13])[cH:4][c:5]([CH3:7])[c:6]1[C:21]([c:20]1[cH:19][cH:18][c:17]([N+:14](=[O:15])[O-:16])[cH:25][cH:24]1)=[O:22]. Conditions: time 4 hour. Product: C(C)N1N=CC=2C1=NC(=C(C2NC2CCOCC2)CNC(=O)C2=NC(=CC=C2)C(=O)NCC=2C=C(C(=CC2)OC)C2=CC(=CC=C2)CN2CCNCC2)CC (N-{[1,6-diethyl-4-(tetrahydro-2H-pyran-4-ylamino)-1H-pyrazolo[3,4-b]pyridin-5-yl]methyl}-N′-{[6-(methyloxy)-3′-(1-piperazinylmethyl)-3-biphenylyl]methyl}-2,6-pyridinedicarboxamide). Yield: 18.9%. Solvent: CS(=O)C (DMSO). Reactants: MP-B(OAc)3H, N1CCNCC1 (piperazine), C(C)(=O)O (acetic acid), C(C)N1N=CC=2C1=NC(=C(C2NC2CCOCC2)CNC(=O)C2=NC(=CC=C2)C(=O)NCC=2C=C(C(=CC2)OC)C2=CC(=CC=C2)C=O)CC (N-{[1,6-Diethyl-4-(tetrahydro-2H-pyran-4-ylamino)-1H-pyrazolo[3,4-b]pyridin-5-yl]methyl}-N′-{[3′-formyl-6-(methyloxy)-3-biphenylyl]methyl}-2,6-pyridinedicarboxamide). Reaction SMILES: [CH2:1]([N:3]1[C:7]2=[N:8][C:9]([CH2:49][CH3:50])=[C:10]([CH2:19][NH:20][C:21]([C:23]3[CH:28]=[CH:27][CH:26]=[C:25]([C:29]([NH:31][CH2:32][C:33]4[CH:34]=[C:35]([C:41]5[CH:46]=[CH:45][CH:44]=[C:43]([CH:47]=O)[CH:42]=5)[C:36]([O:39][CH3:40])=[CH:37][CH:38]=4)=[O:30])[N:24]=3)=[O:22])[C:11]([NH:12][CH:13]3[CH2:18][CH2:17][O:16][CH2:15][CH2:14]3)=[C:6]2[CH:5]=[N:4]1)[CH3:2].[NH:51]1[CH2:56][CH2:55][NH:54][CH2:53][CH2:52]1.C(O)(=O)C>CS(C)=O>[CH2:1]([N:3]1[C:7]2=[N:8][C:9]([CH2:49][CH3:50])=[C:10]([CH2:19][NH:20][C:21]([C:23]3[CH:28]=[CH:27][CH:26]=[C:25]([C:29]([NH:31][CH2:32][C:33]4[CH:34]=[C:35]([C:41]5[CH:46]=[CH:45][CH:44]=[C:43]([CH2:47][N:51]6[CH2:56][CH2:55][NH:54][CH2:53][CH2:52]6)[CH:42]=5)[C:36]([O:39][CH3:40])=[CH:37][CH:38]=4)=[O:30])[N:24]=3)=[O:22])[C:11]([NH:12][CH:13]3[CH2:18][CH2:17][O:16][CH2:15][CH2:14]3)=[C:6]2[CH:5]=[N:4]1)[CH3:2]. Procedure details: N-{[1,6-Diethyl-4-(tetrahydro-2H-pyran-4-ylamino)-1H-pyrazolo[3,4-b]pyridin-5-yl]methyl}-N′-{[3′-formyl-6-(methyloxy)-3-biphenylyl]methyl}-2,6-pyridinedicarboxamide (40.0 mg. 0.059 mmol) was diluted in DMSO (1.5 mL) and dispensed into a 1 dram vial containing piperazine (0.178 mmol) and acetic acid (0.059 mmol, 3.55 mg) and with fitted magnetic stir bar. The resulting solution was stirred at room temperature for 4 h. MP-B(OAc)3H (0.592 mmol, 138 mg) was added and the solution was stirred for ano...